Dataset: the Open Reaction Database (ORD), a public repository of structured organic reaction records. Task: describe an organic reaction: reactants, conditions, products, and yield Starting materials: OC(C[N+](C)(C)C)CC([O-])=O (carnitine). Solvent: C(C)O (ethanol). Conditions: temperature 65 celsius. The product is O[C@@H](C[N+](C)(C)C)CC([O-])=O (L-Carnitine). RXN SMILES: [OH:1][CH:2]([CH2:8][C:9](=[O:11])[O-:10])[CH2:3][N+:4]([CH3:7])([CH3:6])[CH3:5]>C(O)C>[OH:1][C@H:2]([CH2:8][C:9](=[O:10])[O-:11])[CH2:3][N+:4]([CH3:7])([CH3:5])[CH3:6]. Procedure: A 500 ml laboratory reactor is charged with 123.8 g of ethanol. Then 41.2 g of carnitine is added. The reactor is closed and heated up to 65° C. until all solids have been dissolved. The stirrer is set to 500 RPM. The reactants are C(C)(C)(C)C1=NN(C(=C1)NC(=O)NC1=C(C=C(C=C1)OC1=CC(=NC=C1)C)F)C=1C=C(C(=O)O)C=CC1 (3-(3-tert-butyl-5-{3-[2-fluoro-4-(2-methyl-pyridin-4-yloxy)-phenyl]-ureido}-pyrazol-1-yl)-benzoic acid), NCC(CO)O (3-aminopropane-1,2-diol), Cl.CN(CCCN=C=NCC)C (1-[3-(dimethylamino)propyl]-3-ethylcarbodiimide hydrochloride), ON1N=NC2=C1C=CC=C2 (1-hydroxybenzotriazole). Reagents/catalysts: CN(C1=CC=NC=C1)C (4-dimethylaminopyridine). Solvent: C1CCOC1 (THF), C(Cl)Cl (DCM), O (water), C(C)(=O)OCC (Ethyl acetate). Run at time 8 hour. The product is C(C)(C)(C)C1=NN(C(=C1)NC(=O)NC1=C(C=C(C=C1)OC1=CC(=NC=C1)C)F)C=1C=C(C(=O)NCC(CO)O)C=CC1 (3-(3-tert-Butyl-5-{[({2-fluoro-4-[(2-methylpyridin-4-yl)oxy]phenyl}amino)carbonyl]-amino}-1H-pyrazol-1-yl)-N-(2,3-dihydroxypropyl)benzamide). Isolated yield 19.9%. As a reaction SMILES: [C:1]([C:5]1[CH:9]=[C:8]([NH:10][C:11]([NH:13][C:14]2[CH:19]=[CH:18][C:17]([O:20][C:21]3[CH:26]=[CH:25][N:24]=[C:23]([CH3:27])[CH:22]=3)=[CH:16][C:15]=2[F:28])=[O:12])[N:7]([C:29]2[CH:30]=[C:31]([CH:35]=[CH:36][CH:37]=2)[C:32](O)=[O:33])[N:6]=1)([CH3:4])([CH3:3])[CH3:2].[NH2:38][CH2:39][CH:40]([OH:43])[CH2:41][OH:42].Cl.CN(C)CCCN=C=NCC.ON1C2C=CC=CC=2N=N1>CN(C)C1C=CN=CC=1.C1COCC1.C(Cl)Cl.O.C(OCC)(=O)C>[C:1]([C:5]1[CH:9]=[C:8]([NH:10][C:11]([NH:13][C:14]2[CH:19]=[CH:18][C:17]([O:20][C:21]3[CH:26]=[CH:25][N:24]=[C:23]([CH3:27])[CH:22]=3)=[CH:16][C:15]=2[F:28])=[O:12])[N:7]([C:29]2[CH:30]=[C:31]([CH:35]=[CH:36][CH:37]=2)[C:32]([NH:38][CH2:39][CH:40]([OH:43])[CH2:41][OH:42])=[O:33])[N:6]=1)([CH3:2])([CH3:4])[CH3:3] |f:2.3|. Reported procedure: A mixture of 3-(3-tert-butyl-5-{3-[2-fluoro-4-(2-methyl-pyridin-4-yloxy)-phenyl]-ureido}-pyrazol-1-yl)-benzoic acid (100 mg, 0.20 mmol), 3-aminopropane-1,2-diol (22 mg, 0.24 mmol), 1-[3-(dimethylamino)propyl]-3-ethylcarbodiimide hydrochloride (46 mg, 0.24 mmol), 4-dimethylaminopyridine (29 mg, 0.24 mmol) and 1-hydroxybenzotriazole (32 mg, 0.24 mmol) in THF and DCM was stirred at room temperature overnight. Ethyl acetate and water were added, and the organic phase was washed with brine, dried ove...